Task: describe an organic reaction: reactants, conditions, products, and yield. Dataset: the Open Reaction Database (ORD), a public repository of structured organic reaction records The reactants are C(C1=CC=CC=C1)OC(=O)NC1=NNC2=NC(=C(C=C21)C2=NC(=NC=C2)S(=O)(=O)C)C2=CC(=CC=C2)C(F)(F)F (N-benzyloxycarbonyl-[5-(2-methylsulfonylpyrimidin-4-yl)-6-(3-trifluoromethylphenyl)-1H-pyrazolo[3,4-b]pyridin-3-yl]amine), C1(CC1)CN ((cyclopropylmethyl)amine). Product: C1(CC1)CNC1=NC=CC(=N1)C=1C=C2C(=NC1C1=CC(=CC=C1)C(F)(F)F)NN=C2NC(=O)OCC2=CC=CC=C2 (N-Cyclopropylmethyl-[4-[3-benzyloxycarbonylamino-6-(3-trifluoromethylphenyl)-1H-pyrazolo[3,4-b]pyridin-5-yl]pyrimidin-2-yl]amine). Reaction SMILES: [CH2:1]([O:8][C:9]([NH:11][C:12]1[C:20]2[C:15](=[N:16][C:17]([C:31]3[CH:36]=[CH:35][CH:34]=[C:33]([C:37]([F:40])([F:39])[F:38])[CH:32]=3)=[C:18]([C:21]3[CH:26]=[CH:25][N:24]=[C:23](S(C)(=O)=O)[N:22]=3)[CH:19]=2)[NH:14][N:13]=1)=[O:10])[C:2]1[CH:7]=[CH:6][CH:5]=[CH:4][CH:3]=1.[CH:41]1([CH2:44][NH2:45])[CH2:43][CH2:42]1>>[CH:41]1([CH2:44][NH:45][C:23]2[N:22]=[C:21]([C:18]3[CH:19]=[C:20]4[C:12]([NH:11][C:9]([O:8][CH2:1][C:2]5[CH:7]=[CH:6][CH:5]=[CH:4][CH:3]=5)=[O:10])=[N:13][NH:14][C:15]4=[N:16][C:17]=3[C:31]3[CH:36]=[CH:35][CH:34]=[C:33]([C:37]([F:40])([F:39])[F:38])[CH:32]=3)[CH:26]=[CH:25][N:24]=2)[CH2:43][CH2:42]1. Procedure details: Following a similar procedure to that described in example 208, but starting from N-benzyloxycarbonyl-[5-(2-methylsulfonylpyrimidin-4-yl)-6-(3-trifluoromethylphenyl)-1H-pyrazolo[3,4-b]pyridin-3-yl]amine (obtained in section b) and (cyclopropylmethyl)amine, the desired compound was obtained. Starting materials: O (H2O), ICl (iodine monochloride), NC1=C(C#N)C=CC=C1 (2-aminobenzonitrile). The solvent is CC(=O)O (AcOH), CC(=O)O (AcOH). Conditions: time 3 hour. Yields the product NC1=C(C#N)C=C(C=C1)I (2-amino-5-iodobenzonitrile). As a reaction SMILES: [I:1]Cl.[NH2:3][C:4]1[CH:11]=[CH:10][CH:9]=[CH:8][C:5]=1[C:6]#[N:7].O>CC(O)=O>[NH2:3][C:4]1[CH:11]=[CH:10][C:9]([I:1])=[CH:8][C:5]=1[C:6]#[N:7]. Reported procedure: A solution of iodine monochloride (16.7 g, 0.1 mol) in glacial AcOH (30 mL) as added dropwise over 15 min to a stirred solution of 2-aminobenzonitrile (11.8 g, 0.1 mol) in glacial AcOH (125 mL) at room temperature. The mixture was stirred for 3 h and then poured into H2O (1000 mL). The resulting pinkish-brown solid was filtered, washed with H2O, and dried in vacuo. Crystallization from cyclohexane-toluene (9:1) gave 2-amino-5-iodobenzonitrile (9) as translucent plates (14.9 g, 64%): mp 85-86° C....